This data is from the Open Reaction Database (ORD), a public repository of structured organic reaction records. The task is: describe an organic reaction: reactants, conditions, products, and yield Starting materials: COC(=NC#N)c1ccccn1, CCOCC, COc1ccc(N)cc1, CO, ClCCl. Yields the product COc1ccc(N=C(NC#N)c2ccccn2)cc1. RXN SMILES: [C:1](#[N:2])[N:3]=[C:4]([O:5][CH3:6])[c:7]1[n:8][cH:9][cH:10][cH:11][cH:12]1.[CH2:22]([O:23][CH2:24][CH3:25])[CH3:26].[CH3:13][O:14][c:15]1[cH:16][cH:17][c:18]([NH2:19])[cH:20][cH:21]1.[CH3:30][OH:31].[Cl:27][CH2:28][Cl:29]>>[C:1](#[N:2])[NH:3][C:4]([c:7]1[n:8][cH:9][cH:10][cH:11][cH:12]1)=[N:19][c:18]1[cH:17][cH:16][c:15]([O:14][CH3:13])[cH:21][cH:20]1. Yield: 100.0%. Reagents/catalysts: O=C([O-])O.[Na+] (NaHCO3). Reactants: NC1=CC=C(OC)C=C1, O=C(C)C1=CC=C(S(=O)(Cl)=O)C=C1. Run in O (water), OCCOCCOCCOCCOCCO (PEG400), CC(C)=O (acetone). The product is COc1ccc(NS(=O)(=O)c2ccc(C(C)=O)cc2)cc1. Run at temperature 25 celsius, pressure 100 psi, time 20 minute.